From a dataset of the Open Reaction Database (ORD), a public repository of structured organic reaction records. describe an organic reaction: reactants, conditions, products, and yield Reactants: BrC1=CC=C(C=C1)CC(C=1N(C=C(N1)CC(CC)(C)C)S(=O)(=O)N(C)C)N(C(OCC1=CC=CC=C1)=O)C (benzyl {2-(4-bromophenyl)-1-[1-[(dimethylamino)sulfonyl]-4-(2,2-dimethylbutyl)-1H-imidazol-2-yl]ethyl}methylcarbamate), CC(C)([O-])C.[Na+] (sodium tert-butoxide), C[Si](CCOCN1N=CC2=C1NCCC2)(C)C (1-{[2-(trimethylsilyl)ethoxy]methyl}-4,5,6,7-tetrahydro-1H-pyrazolo[3,4-b]pyridine), C1(CCCCC1)P(C1=C(C=CC=C1)C1=CC=CC=C1)C1CCCCC1 (2-(dicyclohexylphosphino)biphenyl). Reagents/catalysts: C(C)(=O)[O-].[Pd+2].C(C)(=O)[O-] (Palladium (II) acetate). Solvent: O1CCOCC1 (1,4-dioxane), O (water). Conditions: temperature 110 celsius, time 8 hour. The product is CC(CC=1N=C(N(C1)S(=O)(=O)N(C)C)C(CC1=CC=C(C=C1)N1C2=C(CCC1)C=NN2COCC[Si](C)(C)C)NC)(CC)C (4-(2,2-dimethylbutyl)-N,N-dimethyl-2-{1-(methylamino)-2-[4-(1-{[2-(trimethylsilyl)ethoxy]methyl}-1,4,5,6-tetrahydro-7H-pyrazolo[3,4-b]pyridin-7-yl)phenyl]ethyl}-1H-imidazole-1-sulfonamide). Reaction SMILES: Br[C:2]1[CH:7]=[CH:6][C:5]([CH2:8][CH:9]([N:27]([CH3:38])C(=O)OCC2C=CC=CC=2)[C:10]2[N:11]([S:21]([N:24]([CH3:26])[CH3:25])(=[O:23])=[O:22])[CH:12]=[C:13]([CH2:15][C:16]([CH3:20])([CH3:19])[CH2:17][CH3:18])[N:14]=2)=[CH:4][CH:3]=1.CC(C)([O-])C.[Na+].[CH3:45][Si:46]([CH3:61])([CH3:60])[CH2:47][CH2:48][O:49][CH2:50][N:51]1[C:55]2[NH:56][CH2:57][CH2:58][CH2:59][C:54]=2[CH:53]=[N:52]1.C1(P(C2CCCCC2)C2C=CC=CC=2C2C=CC=CC=2)CCCCC1>O1CCOCC1.O.C([O-])(=O)C.[Pd+2].C([O-])(=O)C>[CH3:19][C:16]([CH3:20])([CH2:17][CH3:18])[CH2:15][C:13]1[N:14]=[C:10]([CH:9]([NH:27][CH3:38])[CH2:8][C:5]2[CH:4]=[CH:3][C:2]([N:56]3[CH2:57][CH2:58][CH2:59][C:54]4[CH:53]=[N:52][N:51]([CH2:50][O:49][CH2:48][CH2:47][Si:46]([CH3:61])([CH3:60])[CH3:45])[C:55]3=4)=[CH:7][CH:6]=2)[N:11]([S:21]([N:24]([CH3:25])[CH3:26])(=[O:22])=[O:23])[CH:12]=1 |f:1.2,7.8.9|. Reported procedure: Palladium (II) acetate (5 mg, 0.02 mmol) was added to a degassed, ambient temperature solution of benzyl {2-(4-bromophenyl)-1-[1-[(dimethylamino)sulfonyl]-4-(2,2-dimethylbutyl)-1H-imidazol-2-yl]ethyl}methylcarbamate (267 mg, 0.44 mmol), sodium tert-butoxide (170 mg, 1.76 mmol), 1-{[2-(trimethylsilyl)ethoxy]methyl}-4,5,6,7-tetrahydro-1H-pyrazolo[3,4-b]pyridine (224 mg, 0.88 mmol) and 2-(dicyclohexylphosphino)biphenyl (15 mg, 0.04 mmol) in 1,4-dioxane (5 mL). After stirring at 110° C. overnight, t...